From a dataset of the Open Reaction Database (ORD), a public repository of structured organic reaction records. describe an organic reaction: reactants, conditions, products, and yield Starting materials: C=CCC(C)(C(=O)OC)C(C)(C)C, ClCCl, O=[O+][O-], c1ccc(P(c2ccccc2)c2ccccc2)cc1. The product is COC(=O)C(C)(CC=O)C(C)(C)C. Reaction SMILES: [CH3:1][C:2]([CH3:3])([CH3:4])[C:5]([C:6](=[O:7])[O:8][CH3:9])([CH2:10][CH:11]=[CH2:12])[CH3:13].[Cl:36][CH2:37][Cl:38].[O-:14][O+:15]=[O:16].[c:17]1([P:18]([c:19]2[cH:20][cH:21][cH:22][cH:23][cH:24]2)[c:25]2[cH:26][cH:27][cH:28][cH:29][cH:30]2)[cH:31][cH:32][cH:33][cH:34][cH:35]1>>[CH3:1][C:2]([CH3:3])([CH3:4])[C:5]([C:6](=[O:7])[O:8][CH3:9])([CH2:10][CH:11]=[O:14])[CH3:13]. Starting materials: NC(=O)N (urea), N(=O)[O-].[Na+] (NaNO2), S(O)(O)(=O)=O (sulfuric acid), C(C)OC(C(CC(C)C)C1=CC(=C(C=C1)N)C(F)(F)F)=O (2-(4-amino-3-trifluoromethyl-phenyl)-4-methyl-pentanoic acid ethyl ester), N(=O)[O-].[Na+] (NaNO2), cupric nitrate, Cu2O. Solvent: O (water), C(C)OCC (diethyl ether), O (water), O (water). Run at temperature 0 celsius, time 20 minute. The product is C(C)OC(C(CC(C)C)C1=CC(=C(C(=C1)C(F)(F)F)O)[N+](=O)[O-])=O (2-(4-hydroxy-3-nitro-5-trifluoromethyl-phenyl)-4-methyl-pentanoic acid ethyl ester). Yield: 31.0%. As a reaction SMILES: S(=O)(=O)(O)O.[CH2:6]([O:8][C:9](=[O:26])[CH:10]([C:15]1[CH:20]=[CH:19][C:18](N)=[C:17]([C:22]([F:25])([F:24])[F:23])[CH:16]=1)[CH2:11][CH:12]([CH3:14])[CH3:13])[CH3:7].[N:27]([O-:29])=[O:28].[Na+].NC(N)=[O:33]>O.C(OCC)C>[CH2:6]([O:8][C:9](=[O:26])[CH:10]([C:15]1[CH:16]=[C:17]([C:22]([F:25])([F:24])[F:23])[C:18]([OH:33])=[C:19]([N+:27]([O-:29])=[O:28])[CH:20]=1)[CH2:11][CH:12]([CH3:14])[CH3:13])[CH3:7] |f:2.3|. Procedure: To sulfuric acid (95-98%, 20.0 mL) was added 2-(4-amino-3-trifluoromethyl-phenyl)-4-methyl-pentanoic acid ethyl ester (6.06 g, 20.0 mmol). The mixture was cooled to 0° C. and water (30.0 mL) was added dropwise. A solution of NaNO2 (1.66 g, 24.0 mmol) in water (12 mL) was added dropwise and the mixture was stirred for additional 20 min. A few crystals of urea were added to decompose any excess NaNO2. A solution of cupric nitrate (466 g, 2.00 mol) in water (880 mL) was added, followed by addition ... Reactants: COC(NC=1SC2=C(N1)C(=CC=C2C(CBr)=O)OC)=O ((7-bromoacetyl-4-methoxy-benzothiazol-2-yl)-carbamic acid methyl ester), C(C)(=S)N (thioacetamide). Run in O1CCOCC1 (dioxane), C(C)(=O)OCC (ethyl acetate). Conditions: time 4 hour. The product is COC(NC=1SC2=C(N1)C(=CC=C2C=2N=C(SC2)C)OC)=O ([4-Methoxy-7-(2-methyl-thiazol-4-yl)-benzothiazol-2-yl]-carbamic acid methyl ester), solid. Isolated yield 27.0%. RXN SMILES: [CH3:1][O:2][C:3](=[O:20])[NH:4][C:5]1[S:6][C:7]2[C:13]([C:14](=O)[CH2:15]Br)=[CH:12][CH:11]=[C:10]([O:18][CH3:19])[C:8]=2[N:9]=1.[C:21]([NH2:24])(=[S:23])[CH3:22]>O1CCOCC1.C(OCC)(=O)C>[CH3:1][O:2][C:3](=[O:20])[NH:4][C:5]1[S:6][C:7]2[C:13]([C:14]3[N:24]=[C:21]([CH3:22])[S:23][CH:15]=3)=[CH:12][CH:11]=[C:10]([O:18][CH3:19])[C:8]=2[N:9]=1. Procedure: 1.3 g of (7-bromoacetyl-4-methoxy-benzothiazol-2-yl)-carbamic acid methyl ester (0.0036 Mol) and 0.27 g of thioacetamide (0.0036 Mol) were dissolved in dioxane (30 ml) and stirred for 4 hrs. at 70° C. After evaporation of half of the solvent water (40 ml) was added and the pH adjust to 7 with sat. NaHCO3. A solid precipitated, which was isolated and then subjected to column chromatography on silicagel using ethyl acetate as eluent. The title product was isolated as an off-white solid (27%); F.p.... Starting materials: C(C)(C)(C)OC(=O)N[C@H]1CN(CC1)C1=C(C(=C2C(C(=CN(C2=N1)CC1=C(C=C(C=C1)OC)OC)C(=O)O)=O)C)F (7-((3R)-3-((tert-butoxycarbonyl)amino)pyrrolidin-1-yl)-1-(2,4-dimethoxybenzyl)-6-fluoro-5-methyl-4-oxo-1,4-dihydro-1,8-naphthyridine-3-carboxylic acid). The solvent is FC(C(=O)O)(F)F (trifluoroacetic acid). Yields the product N[C@H]1CN(CC1)C1=C(C(=C2C(C(=CNC2=N1)C(=O)O)=O)C)F (7-((3R)-3-aminopyrrolidin-1-yl)-6-fluoro-5-methyl-4-oxo-1,4-dihydro-1,8-naphthyridine-3-carboxylic acid). As a reaction SMILES: C(OC([NH:8][C@@H:9]1[CH2:13][CH2:12][N:11]([C:14]2[N:23]=[C:22]3[C:17]([C:18](=[O:38])[C:19]([C:35]([OH:37])=[O:36])=[CH:20][N:21]3CC3C=CC(OC)=CC=3OC)=[C:16]([CH3:39])[C:15]=2[F:40])[CH2:10]1)=O)(C)(C)C>FC(F)(F)C(O)=O>[NH2:8][C@@H:9]1[CH2:13][CH2:12][N:11]([C:14]2[N:23]=[C:22]3[C:17]([C:18](=[O:38])[C:19]([C:35]([OH:37])=[O:36])=[CH:20][NH:21]3)=[C:16]([CH3:39])[C:15]=2[F:40])[CH2:10]1. Reported procedure: A solution of Example 1F (334 mg) in trifluoroacetic acid (25 mL) was refluxed for 3 hours then cooled and concentrated. The concentrate was azeotroped with toluene and dissolved in water (250 mL); and this solution was washed with diethyl ether, filtered through a 0.45 μm syringe membrane filter, and lyophilized. NMR (300 MHz, DMSO-d6) δ 8.46 (s, 1H), 4.01-3.75 (m, 5H), 2.71 (m, 3H), 2.30 (m, 1H), 2.10 (m, 1H).